Dataset: the Open Reaction Database (ORD), a public repository of structured organic reaction records. Task: describe an organic reaction: reactants, conditions, products, and yield The reactants are BrC=1C=NC(=NC1)C=1C=NC(=CC1)OCCCCCC (5-bromo2-(6-hexyloxypyridin-3-yl)pyrimidine), FC1=C(C=CC(=C1F)CCCCCCCC)B(O)O (2,3-difluoro-4-octylphenylboronic acid), C([O-])([O-])=O.[Na+].[Na+] (sodium carbonate). The reagents and catalysts are C=1C=CC(=CC1)[P](C=2C=CC=CC2)(C=3C=CC=CC3)[Pd]([P](C=4C=CC=CC4)(C=5C=CC=CC5)C=6C=CC=CC6)([P](C=7C=CC=CC7)(C=8C=CC=CC8)C=9C=CC=CC9)[P](C=1C=CC=CC1)(C=1C=CC=CC1)C=1C=CC=CC1 (tetrakis(triphenylphosphine)palladium(0)). Solvent: C1(=CC=CC=C1)C (toluene), C(C)O (ethanol), O (water). The product is FC1=C(C=CC(=C1F)CCCCCCCC)C=1C=NC(=NC1)C=1C=NC(=CC1)OCCCCCC (5-(2,3-difluoro-4-octylphenyl)-2-(6-hexyloxypyridin-3-yl)pyrimidine). Yield: 79.9%. RXN SMILES: Br[C:2]1[CH:3]=[N:4][C:5]([C:8]2[CH:9]=[N:10][C:11]([O:14][CH2:15][CH2:16][CH2:17][CH2:18][CH2:19][CH3:20])=[CH:12][CH:13]=2)=[N:6][CH:7]=1.[F:21][C:22]1[C:27]([F:28])=[C:26]([CH2:29][CH2:30][CH2:31][CH2:32][CH2:33][CH2:34][CH2:35][CH3:36])[CH:25]=[CH:24][C:23]=1B(O)O.C(=O)([O-])[O-].[Na+].[Na+]>C1(C)C=CC=CC=1.C(O)C.O.C1C=CC([P]([Pd]([P](C2C=CC=CC=2)(C2C=CC=CC=2)C2C=CC=CC=2)([P](C2C=CC=CC=2)(C2C=CC=CC=2)C2C=CC=CC=2)[P](C2C=CC=CC=2)(C2C=CC=CC=2)C2C=CC=CC=2)(C2C=CC=CC=2)C2C=CC=CC=2)=CC=1>[F:21][C:22]1[C:27]([F:28])=[C:26]([CH2:29][CH2:30][CH2:31][CH2:32][CH2:33][CH2:34][CH2:35][CH3:36])[CH:25]=[CH:24][C:23]=1[C:2]1[CH:3]=[N:4][C:5]([C:8]2[CH:9]=[N:10][C:11]([O:14][CH2:15][CH2:16][CH2:17][CH2:18][CH2:19][CH3:20])=[CH:12][CH:13]=2)=[N:6][CH:7]=1 |f:2.3.4,^1:60,62,81,100|. Reported procedure: The reaction of 2 mmol of 5-bromo2-(6-hexyloxypyridin-3-yl)pyrimidine, 2.2 mmol of 2,3-difluoro-4-octylphenylboronic acid, 4 mmol of sodium carbonate and 0.02 mmol of tetrakis(triphenylphosphine)palladium(0) in 14 ml of toluene, 7 ml of ethanol and 7 ml of water is carried out Analogously to the procedure indicated for Example 1a). The crude product is separated off by column chromatography on silica gel 60 using n-heptane/ethyl acetate 9:1 (v/v) as eluent and is recrystallized from acetonitrile... The reactants are C1(=CC=CC=C1)B(O)O (phenylboronic acid), FC=1C=CC=2N(C1)C(=C(N2)[C@H](C)NC(OCC2=CC=CC=C2)=O)I ((S)-benzyl 1-(6-fluoro-3-iodoimidazo[1,2-a]pyridin-2-yl)ethylcarbamate), C([O-])([O-])=O.[Na+].[Na+] (sodium carbonate), C(Cl)Cl (DCM). Reagents/catalysts: [Pd](Cl)Cl.C1(=CC=CC=C1)P([C-]1C=CC=C1)C1=CC=CC=C1.[C-]1(C=CC=C1)P(C1=CC=CC=C1)C1=CC=CC=C1.[Fe+2] (1,1′-bis(diphenyl-phosphino)ferrocene palladium (II) chloride). Run in O1CCOCC1 (dioxane), O (water). Conditions: temperature 110 celsius, time 2 hour. Yields the product FC=1C=CC=2N(C1)C(=C(N2)[C@H](C)NC(OCC2=CC=CC=C2)=O)C2=CC=CC=C2 ((S)-benzyl 1-(6-fluoro-3-phenylimidazo[1,2-a]pyridin-2-yl)ethylcarbamate). Reaction SMILES: [C:1]1(B(O)O)[CH:6]=[CH:5][CH:4]=[CH:3][CH:2]=1.[F:10][C:11]1[CH:12]=[CH:13][C:14]2[N:15]([C:17](I)=[C:18]([C@@H:20]([NH:22][C:23](=[O:32])[O:24][CH2:25][C:26]3[CH:31]=[CH:30][CH:29]=[CH:28][CH:27]=3)[CH3:21])[N:19]=2)[CH:16]=1.C(=O)([O-])[O-].[Na+].[Na+].C(Cl)Cl>O1CCOCC1.O.[Pd](Cl)Cl.C1(P(C2C=CC=CC=2)[C-]2C=CC=C2)C=CC=CC=1.[C-]1(P(C2C=CC=CC=2)C2C=CC=CC=2)C=CC=C1.[Fe+2]>[F:10][C:11]1[CH:12]=[CH:13][C:14]2[N:15]([C:17]([C:1]3[CH:6]=[CH:5][CH:4]=[CH:3][CH:2]=3)=[C:18]([C@@H:20]([NH:22][C:23](=[O:32])[O:24][CH2:25][C:26]3[CH:31]=[CH:30][CH:29]=[CH:28][CH:27]=3)[CH3:21])[N:19]=2)[CH:16]=1 |f:2.3.4,8.9.10.11|. Reported procedure: To a microwave vial was added phenylboronic acid (0.104 g, 0.852 mmol), (S)-benzyl 1-(6-fluoro-3-iodoimidazo[1,2-a]pyridin-2-yl)ethylcarbamate (0.250 g, 0.568 mmol), sodium carbonate (0.181 g, 1.74 mmol), and 1,1′-bis(diphenyl-phosphino)ferrocene palladium (II) chloride, 1:1 complex with DCM (0.023 g, 0.028 mmol) in dioxane (3.44 mL) and water (0.34 mL). The suspension was stirred at 110° C. under microwave irradiation for 2 h. Purification by MPLC (eluted with a gradient of 0-6% MeOH in DCM) af... Starting materials: C[O-].[Na+] (sodium methoxide), CO (methanol), CI (methyl iodide), C(C)C1=C(C(N(C(=N1)C1=CC=CC=C1)CC#C)=O)C (6-ethyl-5-methyl-2-phenyl-3-propargyl-4(3H)-pyrimidinone), C(C)C1=C(C(N(C(=N1)C1=CC=CC=C1)CC#C)=O)C (6-ethyl-5-methyl-2-phenyl-3-propargyl-4(3H)-pyrimidinone), CO (methanol). The product is COC(CN1C(=NC(=C(C1=O)C)CC)C1=CC=CC=C1)(C)OC (3-(2,2-dimethoxypropyl)-6-ethyl-5-methyl-2-phenyl-4(3H)-pyrimidinone). RXN SMILES: [CH2:1]([C:3]1[N:8]=[C:7]([C:9]2[CH:14]=[CH:13][CH:12]=[CH:11][CH:10]=2)[N:6]([CH2:15][C:16]#[CH:17])[C:5](=[O:18])[C:4]=1[CH3:19])[CH3:2].[CH3:20][O-:21].[Na+].CI.[CH3:25][OH:26]>>[CH3:20][O:21][C:16]([O:26][CH3:25])([CH3:17])[CH2:15][N:6]1[C:5](=[O:18])[C:4]([CH3:19])=[C:3]([CH2:1][CH3:2])[N:8]=[C:7]1[C:9]1[CH:14]=[CH:13][CH:12]=[CH:11][CH:10]=1 |f:1.2|. Procedure: To a stirred suspension of 4.51 g (17.9 mmol) of 6-ethyl-5-methyl-2-phenyl-3-propargyl-4(3H)-pyrimidinone (Compound 5) in 30 mL of methanol was added 7.50 g (34.7 mmol) of a 25% by weight solution of sodium methoxide in methanol. The mixture was warmed until homogeneous and 2.2 mL (35.3 mmol) of methyl iodide was added. The mixture was refluxed for 4 h and then rotovapped to remove the bulk of the methanol. The residue was partitioned between 100 mL of water and two 100 mL portions of ether. The... The product is CC1(C)OCC(CCON)O1. Reaction SMILES: [CH3:1][C:2]1([CH3:21])[O:3][CH2:4][CH:5]([CH2:7][CH2:8][O:9][N:10]2[C:11](=[O:12])[c:13]3[c:14]([cH:15][cH:16][cH:17][cH:18]3)[C:19]2=[O:20])[O:6]1.[CH3:22][NH:23][NH2:24].[CH3:28][CH2:29][O:30][CH2:31][CH3:32].[Cl:25][CH2:26][Cl:27]>>[CH3:1][C:2]1([CH3:21])[O:3][CH2:4][CH:5]([CH2:7][CH2:8][O:9][NH2:10])[O:6]1. Reactants: CC1(C)OCC(CCON2C(=O)c3ccccc3C2=O)O1, CNN, CCOCC, ClCCl.